From a dataset of the Open Reaction Database (ORD), a public repository of structured organic reaction records. describe an organic reaction: reactants, conditions, products, and yield The reactants are CO, O=C(Nc1ccc(S(=O)(=O)N2CCOCC2)cc1)c1cc(Cl)ccc1[N+](=O)[O-], [Na+], [Na+], C1CCOC1, O, O=S([O-])S(=O)[O-]. Product: Nc1ccc(Cl)cc1C(=O)Nc1ccc(S(=O)(=O)N2CCOCC2)cc1. Reaction SMILES: [CH3:37][OH:38].[Cl:1][c:2]1[cH:3][cH:4][c:5]([N+:26]([O-:27])=[O:28])[c:6]([C:7](=[O:8])[NH:9][c:10]2[cH:11][cH:12][c:13]([S:16](=[O:17])(=[O:18])[N:19]3[CH2:20][CH2:21][O:22][CH2:23][CH2:24]3)[cH:14][cH:15]2)[cH:25]1.[Na+:35].[Na+:36].[O:39]1[CH2:40][CH2:41][CH2:42][CH2:43]1.[OH2:44].[S:29]([S:30]([O-:31])=[O:32])([O-:33])=[O:34]>>[Cl:1][c:2]1[cH:3][cH:4][c:5]([NH2:26])[c:6]([C:7](=[O:8])[NH:9][c:10]2[cH:11][cH:12][c:13]([S:16](=[O:17])(=[O:18])[N:19]3[CH2:20][CH2:21][O:22][CH2:23][CH2:24]3)[cH:14][cH:15]2)[cH:25]1. The reactants are COC1=C(C(=O)OC)C=CC(=C1)N (Methyl 2-methoxy-4-aminobenzoate), [OH-].[K+] (KOH), resultant mixture, Cl.NO (hydroxylamine hydrochloride). Run in CO (MeOH), CO (MeOH). Yields the product NC1=CC(=C(C(=O)NO)C=C1)OC (4-Amino-N-hydroxy-2-methoxybenzamide). Yield: 46.4%. Reaction SMILES: [CH3:1][O:2][C:3]1[CH:12]=[C:11]([NH2:13])[CH:10]=[CH:9][C:4]=1[C:5](OC)=[O:6].Cl.[NH2:15][OH:16].[OH-].[K+]>CO>[NH2:13][C:11]1[CH:10]=[CH:9][C:4]([C:5]([NH:15][OH:16])=[O:6])=[C:3]([O:2][CH3:1])[CH:12]=1 |f:1.2,3.4|. Procedure: Methyl 2-methoxy-4-aminobenzoate (10 g, 55.25 mmol) and hydroxylamine hydrochloride (15.36 g, 221 mmol) were taken up in MeOH (80 ml) and a solution of KOH (15.4 g, 275 mmol) in MeOH (55 ml) was added carefully. The resultant mixture was stirred at reflux for 36 hrs. The volatiles were removed in vacuo. The residue was taken up in 1M NaOH (50 ml) and washed with ethyl acetate (EtOAc, 50 ml). Concentrated HCl was added slowly until precipitation of a solid (pH was 10). The solid was filtered off,... Reactants: tripeptide azide, CS(=O)C (DMSO), CCN(C(C)C)C(C)C (DIPEA), CCN(C(C)C)C(C)C (DIPEA), C(C)(=O)OCC (ethyl acetate), [N-]=[N+]=[N-] (azide), peptide, XI, CN(C)C=O (DMF), CCN(C(C)C)C(C)C (DIPEA). Conditions: temperature -10 celsius, time 24 hour. Product: N[C@@H](CCSC)C(=O)O (Met). The yield is 80.4%. RXN SMILES: CN([CH:4]=[O:5])C.[CH3:6][CH2:7][N:8](C(C)C)C(C)C.[N-]=[N+]=[N-].C(OCC)(=[O:20])C.[CH3:24][S:25]([CH3:27])=O>>[NH2:8][C@H:7]([C:4]([OH:5])=[O:20])[CH2:6][CH2:24][S:25][CH3:27]. Reported procedure: 9.83 g of the peptide obtained in Examle XI, 8) are dissolved in 40 ml of anhydrous DMSO. 60 ml of DMF are then added. The solution is cooled down to -10° C. and the pH is brought to 6.6 by addition of DIPEA. This solution is thereafter poured in 15 mins. in the previous tripeptide azide solution, the temperature being kept at between -15° and -20° C. At the end of the addition, the pH is brought to 7 by DIPEA and the solution is kept for 24 hours at between -15° and -20° C. After this period of... The reactants are ClC1=C(OC=2C=CC(=C(C(=O)Cl)C2)[N+](=O)[O-])C=CC(=C1)C(F)(F)F (5-[2-chloro-4-(trifluoromethyl)phenoxy]-2-nitrobenzoyl chloride), NC1=CC=CC=C1 (aniline), Cl (hydrochloric acid). The solvent is C1(=CC=CC=C1)C (toluene). Product: C1(=CC=CC=C1)NC(C1=C(C=CC(=C1)OC1=C(C=C(C=C1)C(F)(F)F)Cl)[N+](=O)[O-])=O (N-phenyl 5-[2-chloro-4-(trifluoromethyl)phenoxyl]-2-nitrobenzamide). The yield is 62.6%. Reaction SMILES: [Cl:1][C:2]1[CH:20]=[C:19]([C:21]([F:24])([F:23])[F:22])[CH:18]=[CH:17][C:3]=1[O:4][C:5]1[CH:6]=[CH:7][C:8]([N+:14]([O-:16])=[O:15])=[C:9]([CH:13]=1)[C:10](Cl)=[O:11].[NH2:25][C:26]1[CH:31]=[CH:30][CH:29]=[CH:28][CH:27]=1.Cl>C1(C)C=CC=CC=1>[C:26]1([NH:25][C:10](=[O:11])[C:9]2[CH:13]=[C:5]([O:4][C:3]3[CH:17]=[CH:18][C:19]([C:21]([F:24])([F:23])[F:22])=[CH:20][C:2]=3[Cl:1])[CH:6]=[CH:7][C:8]=2[N+:14]([O-:16])=[O:15])[CH:31]=[CH:30][CH:29]=[CH:28][CH:27]=1. Procedure details: To a stirred solution of 5-[2-chloro-4-(trifluoromethyl)phenoxy]-2-nitrobenzoyl chloride (5.68 g, 0.015 mole) in toluene (35 ml) was added aniline (2.8 g, 0.30 mole). The temperature immediately rose to 45° C. The reaction was then heated to reflux for twelve hours. The cooled reaction was poured into dilute hydrochloric acid solution. The residual solids were filtered, washed with warm water and dried to give 4.1 g of a gray solid m.p. 190°-4° C. Recrystallization from methanol gave 3.8 g, m.p.... Reactants: ClC1=NC=CC=C1OC (2-chloro-3-methoxy-pyridine), C[O-].[Na+] (sodium methoxide), O (water). The solvent is CS(=O)C (DMSO). Run at temperature 80 celsius. Yields the product COC1=NC=CC=C1OC (2,3-dimethoxypyridine). As a reaction SMILES: Cl[C:2]1[C:7]([O:8][CH3:9])=[CH:6][CH:5]=[CH:4][N:3]=1.[CH3:10][O-:11].[Na+].O>CS(C)=O>[CH3:10][O:11][C:2]1[C:7]([O:8][CH3:9])=[CH:6][CH:5]=[CH:4][N:3]=1 |f:1.2|. Procedure: To a solution of 2-chloro-3-methoxy-pyridine (110 g) in DMSO (1 L) was added sodium methoxide (124 g). The reaction mixture was heated to 80° C. overnight. The reaction mixture was poured into 3 L water and extracted with ethyl acetate. The organic phase was washed with brine, dried over Na2SO4, filtered and concentrated to give the crude product.